This data is from the Open Reaction Database (ORD), a public repository of structured organic reaction records. The task is: describe an organic reaction: reactants, conditions, products, and yield The reactants are C(C)OP(=O)(OCC)CC1=CC=C(C(=O)NC2=CC=C(C=C2)Cl)C=C1 (4-diethoxyphosphinylmethyl-N-(4-chlorophenyl)benzamide), [H-].[Na+] (sodium hydride), C(C1=CC=CC=C1)Br (benzyl bromide), O (water). The solvent is C1CCOC1 (THF), C1CCOC1 (THF). The product is C(C)OP(=O)(OCC)CC1=CC=C(C(=O)N(C2=CC=C(C=C2)Cl)CC2=CC=CC=C2)C=C1 (4-diethoxyphosphinylmethyl-N-benzyl-N-(4-chlorophenyl)benzamide). As a reaction SMILES: [CH2:1]([O:3][P:4]([CH2:9][C:10]1[CH:25]=[CH:24][C:13]([C:14]([NH:16][C:17]2[CH:22]=[CH:21][C:20]([Cl:23])=[CH:19][CH:18]=2)=[O:15])=[CH:12][CH:11]=1)([O:6][CH2:7][CH3:8])=[O:5])[CH3:2].[H-].[Na+].[CH2:28](Br)[C:29]1[CH:34]=[CH:33][CH:32]=[CH:31][CH:30]=1.O>C1COCC1>[CH2:1]([O:3][P:4]([CH2:9][C:10]1[CH:25]=[CH:24][C:13]([C:14]([N:16]([CH2:28][C:29]2[CH:34]=[CH:33][CH:32]=[CH:31][CH:30]=2)[C:17]2[CH:18]=[CH:19][C:20]([Cl:23])=[CH:21][CH:22]=2)=[O:15])=[CH:12][CH:11]=1)([O:6][CH2:7][CH3:8])=[O:5])[CH3:2] |f:1.2|. Reported procedure: To a solution of 0.50 g of 4-diethoxyphosphinylmethyl-N-(4-chlorophenyl)benzamide in 10 ml of dry THF was added in portions 0.07 g of sodium hydride (60%, in oil) under ice-cooling with stirring. After stirring for 30 minutes under ice cooling, a solution of 0.23 g of benzyl bromide in 2 ml of dry THF was added. After stirring for 5 hours at room temperature, 30 ml of water was added to the reaction mixture, and the mixture was extracted with chloroform. The extract was dried over anhydrous sodi... Reactants: BrC=1C=C(C(=NC1)NC=1SC=C(N1)CC1C(N(CC1)C(=O)OC(C)(C)C)=O)OC1=CC=CC=C1 (tert-Butyl 3-((2-(5-bromo-3-phenoxypyridin-2-ylamino)thiazol-4-yl)methyl)-2-oxopyrrolidine-1-carboxylate), [OH-].[Na+] (sodium hydroxide). Solvent: C1CCOC1 (THF). Conditions: temperature 55 celsius, time 3 hour. Yields the product BrC=1C=C(C(=NC1)NC=1SC=C(N1)CC(C(=O)O)CCNC(=O)OC(C)(C)C)OC1=CC=CC=C1 (2-((2-(5-bromo-3-phenoxypyridin-2-ylamino)thiazol-4-yl)methyl)-4-(tert-butoxycarbonylamino)butanoic acid). Reaction SMILES: [Br:1][C:2]1[CH:3]=[C:4]([O:28][C:29]2[CH:34]=[CH:33][CH:32]=[CH:31][CH:30]=2)[C:5]([NH:8][C:9]2[S:10][CH:11]=[C:12]([CH2:14][CH:15]3[CH2:19][CH2:18][N:17]([C:20]([O:22][C:23]([CH3:26])([CH3:25])[CH3:24])=[O:21])[C:16]3=[O:27])[N:13]=2)=[N:6][CH:7]=1.[OH-:35].[Na+]>C1COCC1>[Br:1][C:2]1[CH:3]=[C:4]([O:28][C:29]2[CH:34]=[CH:33][CH:32]=[CH:31][CH:30]=2)[C:5]([NH:8][C:9]2[S:10][CH:11]=[C:12]([CH2:14][CH:15]([CH2:19][CH2:18][NH:17][C:20]([O:22][C:23]([CH3:25])([CH3:24])[CH3:26])=[O:21])[C:16]([OH:27])=[O:35])[N:13]=2)=[N:6][CH:7]=1 |f:1.2|. Procedure: tert-Butyl 3-((2-(5-bromo-3-phenoxypyridin-2-ylamino)thiazol-4-yl)methyl)-2-oxopyrrolidine-1-carboxylate (0.070 g, 0.128 mmol) (Example 393, Steps A-C) was dissolved in 1 mL of THF and sodium hydroxide (0.963 mL, 1.93 mmol) 2M solution was added. The resulting solution was heated to 55° C. and agitated for 3 hours. Reaction was quenched with 3 mL of 2M potassium hydrosulfate solution and extracted twice with ethyl acetate. The extracts were washed with water, brine, dried and evaporated to produ... Starting materials: ClCC1=CC=CC2=CC=CC=C12 (1-chloromethyl naphthalene), Cl (hydrochloric acid), [H-].[Na+] (sodium hydride), C(CC(=O)OCC)(=O)OCC (diethyl malonate). The solvent is O1CCCC1 (tetrahydrofuran), O1CCCC1 (tetrahydrofuran). Run at temperature 25 celsius, time 10 minute. Yields the product C(C)OC(C(C(=O)OCC)CC1=CC=CC2=CC=CC=C12)=O ((1-Naphthalenylmethyl)propanedioic acid diethyl ester). Yield: 45.4%. RXN SMILES: [H-].[Na+].[C:3]([O:11][CH2:12][CH3:13])(=[O:10])[CH2:4][C:5]([O:7][CH2:8][CH3:9])=[O:6].Cl[CH2:15][C:16]1[C:25]2[C:20](=[CH:21][CH:22]=[CH:23][CH:24]=2)[CH:19]=[CH:18][CH:17]=1.Cl>O1CCCC1>[CH2:12]([O:11][C:3](=[O:10])[CH:4]([CH2:15][C:16]1[C:25]2[C:20](=[CH:21][CH:22]=[CH:23][CH:24]=2)[CH:19]=[CH:18][CH:17]=1)[C:5]([O:7][CH2:8][CH3:9])=[O:6])[CH3:13] |f:0.1|. Procedure details: To a suspension of sodium hydride (8 g of 60% dispersion in mineral oil, 200 mmols) in tetrahydrofuran (200 mL) was added diethyl malonate (30.5 mL, 200 mmols) dropwise over 15 minutes; gas evolution was observed. When the addition was complete, the mixture was stirred for 10 minutes at 25° C. A solution of 1-chloromethyl naphthalene (35.5 g, 200 mmols) in tetrahydrofuran (20 mL) was added dropwise over 15 minutes, after which the mixture was heated at reflux under argon for 18 hours. Excess 1N ... Starting materials: ClC1=CC=C(C(C=O)=C1)O (5-chlorosalicylaldehyde), BrCCCCCBr (1,5-dibromopentane), C([O-])([O-])=O.[K+].[K+] (potassium carbonate), C(C)#N (acetonitrile). Run in CCOCC (ether). Yields the product BrCCCCCOC1=C(C=O)C=C(C=C1)Cl (2-[(5-bromopentyl)oxy]-5-chlorobenzaldehyde). The yield is 10225.9%. As a reaction SMILES: [Cl:1][C:2]1[CH:9]=[C:6]([CH:7]=[O:8])[C:5]([OH:10])=[CH:4][CH:3]=1.[Br:11][CH2:12][CH2:13][CH2:14][CH2:15][CH2:16]Br.C(=O)([O-])[O-].[K+].[K+].C(#N)C>CCOCC>[Br:11][CH2:12][CH2:13][CH2:14][CH2:15][CH2:16][O:10][C:5]1[CH:4]=[CH:3][C:2]([Cl:1])=[CH:9][C:6]=1[CH:7]=[O:8] |f:2.3.4|. Procedure details: A mixture of 7.82 g (50 mmol) of 5-chlorosalicylaldehyde, 92.1 g (0.4 mmol) of 1,5-dibromopentane, 22.1 g (0.15 mol) of anhydrous granular potassium carbonate, and 360 mL of acetonitrile was stirred and refluxed for 20 hr. The resulting slurry was cooled and diluted with 300 mL of ether. The solids were removed by suction filtration and washed thoroughly with ether. The filtrate and washes with combined and concentrated under water aspirator pressure. The excess 1,5-dibromopentane was removed by... Starting materials: S1C(=CC=C1)C1=NNC(C2=C1SC=C2)=O (7-(2-thienyl)thieno[2,3-d]pyridazine-4(5H)-one), P(=O)(Cl)(Cl)Cl (phosphorus oxychloride). Solvent: ClC(C)Cl (dichloroethane). Conditions: temperature 100 celsius, time 10 hour. Product: ClC1=C2C(=C(N=N1)C=1SC=CC1)SC=C2 (4-chloro-7-(2-thienyl)thieno-[2,3-d]pyridazine). Isolated yield 95.8%. Reaction SMILES: [S:1]1[CH:5]=[CH:4][CH:3]=[C:2]1[C:6]1[C:11]2[S:12][CH:13]=[CH:14][C:10]=2[C:9](=O)[NH:8][N:7]=1.P(Cl)(Cl)([Cl:18])=O>ClC(Cl)C>[Cl:18][C:9]1[N:8]=[N:7][C:6]([C:2]2[S:1][CH:5]=[CH:4][CH:3]=2)=[C:11]2[S:12][CH:13]=[CH:14][C:10]=12. Reported procedure: 0.30 g of 7-(2-thienyl)thieno[2,3-d]pyridazine-4(5H)-one and 0.30 g of phosphorus oxychloride were dissolved in 10 ml of dichloroethane, and the solution was stirred at 100° C. for 10 hours. The reaction solution was concentrated, and a 1-N aqueous KOH solution was added thereto under cooling with ice. The solution was extracted with chloroform and dried. The solvent was distilled off, thereby obtaining 0.31 g of 4-chloro-7-(2-thienyl)thieno-[2,3-d]pyridazine. Conditions: temperature 10 celsius, time 10 hour. The product is FC1=CC=C(C=C1)/C(/C=O)=C/C1=CC=CC=C1 (Z-2-(4-fluorophenyl)-3-phenylpropenal). RXN SMILES: [OH-].[Na+].[CH:3](=O)[C:4]1[CH:9]=[CH:8][CH:7]=[CH:6][CH:5]=1.[F:11][C:12]1[CH:17]=[CH:16][C:15]([CH2:18][CH:19]=[O:20])=[CH:14][CH:13]=1>O.CO>[F:11][C:12]1[CH:17]=[CH:16][C:15](/[C:18](=[CH:3]/[C:4]2[CH:9]=[CH:8][CH:7]=[CH:6][CH:5]=2)/[CH:19]=[O:20])=[CH:14][CH:13]=1 |f:0.1|. The solvent is O (water), CO (methanol). Reactants: FC1=CC=C(C=C1)CC=O (4-fluorophenylacetaldehyde), [OH-].[Na+] (sodium hydroxide), C(C1=CC=CC=C1)=O (benzaldehyde). Procedure: 4.2 g of sodium hydroxide in 30 ml of water are added to a solution of 26.5 g of benzaldehyde in 300 ml of methanol. The reaction mixture is cooled to 10° C., and 36 g of 4-fluorophenylacetaldehyde are rapidly added, during which the solution rises to 30°-40° C. The reaction solution is stirred at 40° C. for 10 hours and then cooled and the crystals which have separated out are filtered off with suction. 31.6 g (56%) of E/Z-2-(4-fluorophenyl)-3-phenylpropenal of melting point 87°-94° C. are obta...